From a dataset of the Open Reaction Database (ORD), a public repository of structured organic reaction records. describe an organic reaction: reactants, conditions, products, and yield The reactants are FC(C=1C=C(C=C(C1)C(F)(F)F)N(C(=O)N([C@@H]1CN(C[C@H]1C1=CC=C(C=C1)F)C(=O)C1CCN(CC1)C(=O)OC(C)(C)C)C)C)(F)F (tert-butyl 4-{[(3S,4R)-3-[{[3,5-bis(trifluoromethyl)phenyl](methyl)carbamoyl}(methyl)amino]-4-(4-fluorophenyl)pyrrolidin-1-yl]carbonyl}piperidine-1-carboxylate), Cl.CC(C)O (hydrogen chloride 2-propanol). Reaction conditions: temperature 45 celsius, time 3 hour. Yields the product Cl.FC(C=1C=C(C=C(C1)C(F)(F)F)N(C(=O)N(C)[C@@H]1CN(C[C@H]1C1=CC=C(C=C1)F)C(=O)C1CCNCC1)C)(F)F (1-[3,5-bis(trifluoromethyl)phenyl]-3-[(3S,4R)-4-(4-fluorophenyl)-1-(piperidin-4-ylcarbonyl)pyrrolidin-3-yl]-1,3-dimethylurea monohydrochloride). The yield is 100.0%. Reaction SMILES: [F:1][C:2]([F:47])([F:46])[C:3]1[CH:4]=[C:5]([N:13]([CH3:45])[C:14]([N:16]([CH3:44])[C@H:17]2[C@H:21]([C:22]3[CH:27]=[CH:26][C:25]([F:28])=[CH:24][CH:23]=3)[CH2:20][N:19]([C:29]([CH:31]3[CH2:36][CH2:35][N:34](C(OC(C)(C)C)=O)[CH2:33][CH2:32]3)=[O:30])[CH2:18]2)=[O:15])[CH:6]=[C:7]([C:9]([F:12])([F:11])[F:10])[CH:8]=1.[ClH:48].CC(O)C>>[ClH:48].[F:47][C:2]([F:1])([F:46])[C:3]1[CH:4]=[C:5]([N:13]([CH3:45])[C:14]([N:16]([C@H:17]2[C@H:21]([C:22]3[CH:23]=[CH:24][C:25]([F:28])=[CH:26][CH:27]=3)[CH2:20][N:19]([C:29]([CH:31]3[CH2:36][CH2:35][NH:34][CH2:33][CH2:32]3)=[O:30])[CH2:18]2)[CH3:44])=[O:15])[CH:6]=[C:7]([C:9]([F:12])([F:10])[F:11])[CH:8]=1 |f:1.2,3.4|. Procedure: A mixture of the compound (12 g) obtained in Example 303 and 2N hydrogen chloride/2-propanol (35 mL) was stirred at 45° C. for 3 hr, and concentrated under reduced pressure to give the title compound (11 g, 100%) as a white powder.